Dataset: the Open Reaction Database (ORD), a public repository of structured organic reaction records. Task: describe an organic reaction: reactants, conditions, products, and yield Starting materials: O=C(O)c1cccc(-c2cnc3c(c2)N(Cc2cc(Cl)ccc2C(F)(F)F)CCN3)c1, CC(C)NC(=O)CN1CCNCC1. The product is CC(C)NC(=O)CN1CCN(C(=O)c2cccc(-c3cnc4c(c3)N(Cc3cc(Cl)ccc3C(F)(F)F)CCN4)c2)CC1. RXN SMILES: [Cl:1][c:2]1[cH:3][cH:4][c:5]([C:28]([F:29])([F:30])[F:31])[c:6]([CH2:7][N:8]2[c:9]3[c:10]([n:14][cH:15][c:16](-[c:18]4[cH:19][c:20]([C:21](=[O:22])[OH:23])[cH:24][cH:25][cH:26]4)[cH:17]3)[NH:11][CH2:12][CH2:13]2)[cH:27]1.[N:32]1([CH2:38][C:39](=[O:40])[NH:41][CH:42]([CH3:43])[CH3:44])[CH2:33][CH2:34][NH:35][CH2:36][CH2:37]1>>[Cl:1][c:2]1[cH:3][cH:4][c:5]([C:28]([F:29])([F:30])[F:31])[c:6]([CH2:7][N:8]2[c:9]3[c:10]([n:14][cH:15][c:16](-[c:18]4[cH:19][c:20]([C:21](=[O:23])[N:35]5[CH2:34][CH2:33][N:32]([CH2:38][C:39](=[O:40])[NH:41][CH:42]([CH3:43])[CH3:44])[CH2:37][CH2:36]5)[cH:24][cH:25][cH:26]4)[cH:17]3)[NH:11][CH2:12][CH2:13]2)[cH:27]1.